From a dataset of the Open Reaction Database (ORD), a public repository of structured organic reaction records. describe an organic reaction: reactants, conditions, products, and yield Starting materials: CO, COc1ccc2c(c1)C=C(C(=O)N1CC34CN(C)CC3(CN(C)C4)C1)Cn1c-2c(C2CCCCC2)c2ccc(C(=O)NS(=O)(=O)N(C)C)cc21. The product is COc1ccc2c(c1)CC(C(=O)N1CC34CN(C)CC3(CN(C)C4)C1)Cn1c-2c(C2CCCCC2)c2ccc(C(=O)NS(=O)(=O)N(C)C)cc21. RXN SMILES: [CH3:51][OH:52].[CH:1]1([c:7]2[c:8]3[cH:9][cH:10][c:11]([C:42](=[O:43])[NH:44][S:45]([N:46]([CH3:47])[CH3:48])(=[O:49])=[O:50])[cH:12][c:13]3[n:14]3[c:15]2-[c:16]2[c:17]([cH:36][c:37]([O:40][CH3:41])[cH:38][cH:39]2)[CH:18]=[C:19]([C:21](=[O:22])[N:23]2[CH2:24][C:25]45[C:26]([CH2:27]2)([CH2:28][N:29]([CH3:31])[CH2:30]4)[CH2:32][N:33]([CH3:35])[CH2:34]5)[CH2:20]3)[CH2:2][CH2:3][CH2:4][CH2:5][CH2:6]1>>[CH:1]1([c:7]2[c:8]3[cH:9][cH:10][c:11]([C:42](=[O:43])[NH:44][S:45]([N:46]([CH3:47])[CH3:48])(=[O:49])=[O:50])[cH:12][c:13]3[n:14]3[c:15]2-[c:16]2[c:17]([cH:36][c:37]([O:40][CH3:41])[cH:38][cH:39]2)[CH2:18][CH:19]([C:21](=[O:22])[N:23]2[CH2:24][C:25]45[C:26]([CH2:27]2)([CH2:28][N:29]([CH3:31])[CH2:30]4)[CH2:32][N:33]([CH3:35])[CH2:34]5)[CH2:20]3)[CH2:2][CH2:3][CH2:4][CH2:5][CH2:6]1. Reactants: O=C1SC(C(N1)=O)=CC1=CC=C(C=C1)C1=CC(=CC=C1)CN(C(C1=CC=CC=C1)=O)CC (N-[4′-(2,4-dioxothiazolidin-5-ylidenemethyl)biphenyl-3-ylmethyl]-N-ethylbenzamide), O=C1SC(C(N1)=O)CC1=CC=C(C=C1)C1=CC(=CC=C1)CC1=C(C(=O)NCC)C=CC=C1 (4′-(2,4-dioxothiazolidin-5-ylmethyl)biphenyl-3-ylmethyl-N-ethylbenzamide). The solvent is C1CCOC1 (THF). Product: O=C1SC(C(N1)=O)CC1=CC=C(C=C1)C1=CC(=CC=C1)CN(C(C1=CC=CC=C1)=O)CC (N-[4′-(2,4-Dioxothiazolidin-5-ylmethyl)biphenyl-3-ylmethyl]-N-ethylbenzamide). Reaction SMILES: [O:1]=[C:2]1[NH:6][C:5](=[O:7])[C:4](=[CH:8][C:9]2[CH:14]=[CH:13][C:12]([C:15]3[CH:20]=[CH:19][CH:18]=[C:17]([CH2:21][N:22]([CH2:31][CH3:32])[C:23](=[O:30])[C:24]4[CH:29]=[CH:28][CH:27]=[CH:26][CH:25]=4)[CH:16]=3)=[CH:11][CH:10]=2)[S:3]1.O=C1NC(=O)C(CC2C=CC(C3C=CC=C(CC4C=CC=CC=4C(NCC)=O)C=3)=CC=2)S1>C1COCC1>[O:1]=[C:2]1[NH:6][C:5](=[O:7])[CH:4]([CH2:8][C:9]2[CH:10]=[CH:11][C:12]([C:15]3[CH:20]=[CH:19][CH:18]=[C:17]([CH2:21][N:22]([CH2:31][CH3:32])[C:23](=[O:30])[C:24]4[CH:25]=[CH:26][CH:27]=[CH:28][CH:29]=4)[CH:16]=3)=[CH:13][CH:14]=2)[S:3]1. Procedure details: In a manner similar to that of Example 1(g), starting with 300 mg (0.7 mmol) of N-[4′-(2,4-dioxothiazolidin-5-ylidenemethyl)biphenyl-3-ylmethyl]-N-ethylbenzamide in 10 ml THF, 150 mg (50%) of N-[4′-(2,4-dioxothiazolidin-5-ylmethyl)biphenyl-3-ylmethyl-N-ethylbenzamide, with a melting point of 157° C., are obtained. The reactants are CC(C)=O, CO[SiH](C)OC, [Ni], Sc1ccccc1. The product is C=C(C)O[Si](C)(OC)OC. As a reaction SMILES: [CH3:14][C:15]([CH3:16])=[O:17].[CH3:1][SiH:2]([O:3][CH3:4])[O:5][CH3:6].[Ni:18].[SH:7][c:8]1[cH:9][cH:10][cH:11][cH:12][cH:13]1>>[CH3:1][Si:2]([O:3][CH3:4])([O:5][CH3:6])[O:17][C:15](=[CH2:14])[CH3:16]. Reactants: ClC=1N=CC2=C(N(C(C(C(N2C)=O)C)C)C2CC2)N1 ((rac)-2-chloro-9-cyclopropyl-5,7,8-trimethyl-5,7,8,9-tetrahydro-pyrimido[4,5-b][1,4]diazepin-6-one), NC1=C(C=C(C(=O)O)C=C1)OC (4-amino-3-methoxy-benzoic acid), C(C)O (ethanol). Reagents/catalysts: Cl (hydrochloric acid). Run in O (water). Product: C1(CC1)N1C2=C(N(C(C(C1C)C)=O)C)C=NC(=N2)NC2=C(C=C(C(=O)O)C=C2)OC ((rac)-4-(9-cyclopropyl-5,7,8-trimethyl-6-oxo-6,7,8,9-tetrahydro-5H-pyrimido[4,5-b][1,4]diazepin-2-ylamino)-3-methoxy-benzoic acid). Isolated yield 70.5%. Reaction SMILES: Cl[C:2]1[N:3]=[CH:4][C:5]2[N:11]([CH3:12])[C:10](=[O:13])[CH:9]([CH3:14])[CH:8]([CH3:15])[N:7]([CH:16]3[CH2:18][CH2:17]3)[C:6]=2[N:19]=1.[NH2:20][C:21]1[CH:29]=[CH:28][C:24]([C:25]([OH:27])=[O:26])=[CH:23][C:22]=1[O:30][CH3:31].C(O)C>Cl.O>[CH:16]1([N:7]2[CH:8]([CH3:15])[CH:9]([CH3:14])[C:10](=[O:13])[N:11]([CH3:12])[C:5]3[CH:4]=[N:3][C:2]([NH:20][C:21]4[CH:29]=[CH:28][C:24]([C:25]([OH:27])=[O:26])=[CH:23][C:22]=4[O:30][CH3:31])=[N:19][C:6]2=3)[CH2:18][CH2:17]1. Procedure details: A mixture of 0.14 g (0.0005 mole) of (rac)-2-chloro-9-cyclopropyl-5,7,8-trimethyl-5,7,8,9-tetrahydro-pyrimido[4,5-b][1,4]diazepin-6-one (VII-46), 0.10 g (0.0006 mole) of 4-amino-3-methoxy-benzoic acid, 0.5 mL of ethanol, 2 mL of water, and 2 drops of hydrochloric acid was heated at 100 degrees overnight. Upon cooling, a precipitate formed which was collected by filtration to give 0.145 g of (rac)-4-(9-cyclopropyl-5,7,8-trimethyl-6-oxo-6,7,8,9-tetrahydro-5H-pyrimido[4,5-b][1,4]diazepin-2-ylamino)... The product is CCc1nc(N)nc(N)c1OCCCOc1ccnc2ccccc12. Reactants: CS(=O)(=O)OCCCOc1ccnc2ccccc12, ClCCl, [Li+], CCc1nc(N)nc(N)c1O, CN(C)C=O, [OH-], O. RXN SMILES: [CH3:15][S:16]([O:17][CH2:20][CH2:21][CH2:22][O:23][c:24]1[cH:25][cH:26][n:27][c:28]2[cH:29][cH:30][cH:31][cH:32][c:33]12)(=[O:18])=[O:19].[Cl:39][CH2:40][Cl:41].[Li+:14].[NH2:1][c:2]1[n:3][c:4]([CH2:10][CH3:11])[c:5]([OH:9])[c:6]([NH2:8])[n:7]1.[O:34]=[CH:35][N:36]([CH3:37])[CH3:38].[OH-:13].[OH2:12]>>[NH2:1][c:2]1[n:3][c:4]([CH2:10][CH3:11])[c:5]([O:9][CH2:20][CH2:21][CH2:22][O:23][c:24]2[cH:25][cH:26][n:27][c:28]3[cH:29][cH:30][cH:31][cH:32][c:33]23)[c:6]([NH2:8])[n:7]1.